This data is from the Open Reaction Database (ORD), a public repository of structured organic reaction records. The task is: describe an organic reaction: reactants, conditions, products, and yield The reactants are C(C1=CC=CC=C1)OCCC(COC1=CC=C(C=C1)N1CCC(CC1)CCC1=CC=C(C=C1)OC(F)(F)F)(O)C (4-Benzyloxy-2-methyl-1-(4-{4-[4-(trifluoromethoxy)phenethyl]piperidin-1-yl}phenoxy)butan-2-ol), [H][H] (hydrogen). Reagents/catalysts: [OH-].[OH-].[Pd+2] (palladium hydroxide on carbon). The solvent is C(C)O (ethanol). The product is CC(CCO)(COC1=CC=C(C=C1)N1CCC(CC1)CCC1=CC=C(C=C1)OC(F)(F)F)O (3-methyl-4-(4-{4-[2-(4-trifluoromethoxyphenyl)ethyl]piperidin-1-yl}phenoxy)butane-1,3-diol). Isolated yield 79.9%. Reaction SMILES: C([O:8][CH2:9][CH2:10][C:11]([CH3:40])([OH:39])[CH2:12][O:13][C:14]1[CH:19]=[CH:18][C:17]([N:20]2[CH2:25][CH2:24][CH:23]([CH2:26][CH2:27][C:28]3[CH:33]=[CH:32][C:31]([O:34][C:35]([F:38])([F:37])[F:36])=[CH:30][CH:29]=3)[CH2:22][CH2:21]2)=[CH:16][CH:15]=1)C1C=CC=CC=1.[H][H]>[OH-].[OH-].[Pd+2].C(O)C>[CH3:40][C:11]([OH:39])([CH2:12][O:13][C:14]1[CH:15]=[CH:16][C:17]([N:20]2[CH2:21][CH2:22][CH:23]([CH2:26][CH2:27][C:28]3[CH:29]=[CH:30][C:31]([O:34][C:35]([F:38])([F:36])[F:37])=[CH:32][CH:33]=3)[CH2:24][CH2:25]2)=[CH:18][CH:19]=1)[CH2:10][CH2:9][OH:8] |f:2.3.4|. Reported procedure: 4-Benzyloxy-2-methyl-1-(4-{4-[4-(trifluoromethoxy)phenethyl]piperidin-1-yl}phenoxy)butan-2-ol (2.43 g, 4.5 mmol), ethanol (24 ml) and 20% palladium hydroxide on carbon (0.24 g) were mixed and stirred at 50 to 60° C. under the hydrogen pressure of 1 atm for 4 hours. The mixture was filtered through Celite to remove the catalyst, and the filtrate was concentrated. The residue was purified by silica gel column chromatography (hexane:ethyl acetate=100:0→0:100) to afford the title compound as a color... Reactants: N1=CC=CC=C1 (pyridine), ClC1=C(C(=O)NNC(C(C)(OC2=CC=C(C=C2)C(F)(F)F)C)=O)C=CN=C1 (3-chloro-N′-{2-methyl-2-[4-(trifluoromethyl)phenoxy]propanoyl}isonicotinohydrazide), FC(S(=O)(=O)OS(=O)(=O)C(F)(F)F)(F)F (trifluoromethanesulfonic anhydride). The solvent is C([O-])(O)=O.[Na+] (sodium bicarbonate), ClCCl (dichloromethane). Conditions: temperature -10 celsius, time 8 hour. Product: ClC=1C=NC=CC1C=1OC(=NN1)C(C)(OC1=CC=C(C=C1)C(F)(F)F)C (3-chloro-4-(5-{1-methyl-1-[4-(trifluoromethyl)phenoxy]ethyl}-1,3,4-oxadiazol-2-yl)pyridine). The yield is 85.8%. As a reaction SMILES: [Cl:1][C:2]1[CH:27]=[N:26][CH:25]=[CH:24][C:3]=1[C:4]([NH:6][NH:7][C:8](=O)[C:9]([CH3:22])([O:11][C:12]1[CH:17]=[CH:16][C:15]([C:18]([F:21])([F:20])[F:19])=[CH:14][CH:13]=1)[CH3:10])=[O:5].N1C=CC=CC=1.FC(F)(F)S(OS(C(F)(F)F)(=O)=O)(=O)=O>ClCCl.C(=O)(O)[O-].[Na+]>[Cl:1][C:2]1[CH:27]=[N:26][CH:25]=[CH:24][C:3]=1[C:4]1[O:5][C:8]([C:9]([CH3:22])([O:11][C:12]2[CH:13]=[CH:14][C:15]([C:18]([F:20])([F:21])[F:19])=[CH:16][CH:17]=2)[CH3:10])=[N:7][N:6]=1 |f:4.5|. Procedure: 3-chloro-N′-{2-methyl-2-[4-(trifluoromethyl)phenoxy]propanoyl}isonicotinohydrazide (282 mg) was dissolved in dichloromethane (5 ml) and pyridine (130 μl) was added thereto. The reaction solution was cooled to −10° C., trifluoromethanesulfonic anhydride (230 μl) was added thereto, followed by standing to warm to room temperature and then stirring overnight. The reaction solution was diluted with saturated aqueous sodium bicarbonate, the organic layer was separated and the aqueous layer was extrac... Starting materials: C=O (formalin), C(#N)[BH3-].[Na+] (sodium cyanoborohydride), C(CC)(=O)O (propionic acid), [N+](=O)([O-])C=1C=CC2=C(C(=NCC=3N2C(=NN3)CN)C3=C(C=CC=C3)Cl)C1 (8-nitro-1-(aminomethyl)-6-(o-chlorophenyl)-4H-s-triazolo[4,3-a][1,4]benzodiazepine). Solvent: C(C)#N (acetonitrile). Product: [N+](=O)([O-])C=1C=CC2=C(C(=NCC=3N2C(=NN3)CN(C)C)C3=C(C=CC=C3)Cl)C1 (8-nitro-1-[ (dimethylamino)methyl]-6-(o-chlorophenyl)4H-s-triazolo[4,3-a][1,4]benzodiazepine). As a reaction SMILES: [N+:1]([C:4]1[CH:5]=[CH:6][C:7]2[N:13]3[C:14]([CH2:17]N)=[N:15][N:16]=[C:12]3[CH2:11][N:10]=[C:9]([C:19]3[CH:24]=[CH:23][CH:22]=[CH:21][C:20]=3[Cl:25])[C:8]=2[CH:26]=1)([O-:3])=[O:2].C=O.[C:29]([BH3-])#[N:30].[Na+].[C:33](O)(=O)CC>C(#N)C>[N+:1]([C:4]1[CH:5]=[CH:6][C:7]2[N:13]3[C:14]([CH2:17][N:30]([CH3:29])[CH3:33])=[N:15][N:16]=[C:12]3[CH2:11][N:10]=[C:9]([C:19]3[CH:24]=[CH:23][CH:22]=[CH:21][C:20]=3[Cl:25])[C:8]=2[CH:26]=1)([O-:3])=[O:2] |f:2.3|. Reported procedure: In the manner given in Example 23 a solution of 8-nitro-1-(aminomethyl)-6-(o-chlorophenyl)-4H-s-triazolo[4,3-a][1,4]benzodiazepine in acetonitrile is treated with formalin, sodium cyanoborohydride and propionic acid to give 8-nitro-1-[ (dimethylamino)methyl]-6-(o-chlorophenyl)4H-s-triazolo[4,3-a][1,4]benzodiazepine. Reactants: Cc1ccccc1, O=CO, CC(C)N(C(=O)CN)c1ccccc1. Product: CC(C)N(C(=O)CNC=O)c1ccccc1. Reaction SMILES: [CH3:18][c:19]1[cH:20][cH:21][cH:22][cH:23][cH:24]1.[CH:15](=[O:16])[OH:17].[NH2:1][CH2:2][C:3](=[O:4])[N:5]([c:6]1[cH:7][cH:8][cH:9][cH:10][cH:11]1)[CH:12]([CH3:13])[CH3:14]>>[NH:1]([CH2:2][C:3](=[O:4])[N:5]([c:6]1[cH:7][cH:8][cH:9][cH:10][cH:11]1)[CH:12]([CH3:13])[CH3:14])[CH:15]=[O:16]. Yields the product CS(=O)(=O)N1CCN(Cc2cnc(Cl)c(Cl)c2)CC1. The reactants are CC(=O)O, [BH3-]C#N, CS(=O)(=O)N1CCNCC1, CCO, O=Cc1cnc(Cl)c(Cl)c1, [Na+]. RXN SMILES: [C:11]([OH:12])(=[O:13])[CH3:14].[C:28]([BH3-:29])#[N:30].[CH3:1][S:2](=[O:3])(=[O:4])[N:5]1[CH2:6][CH2:7][NH:8][CH2:9][CH2:10]1.[CH3:25][CH2:26][OH:27].[Cl:15][c:16]1[c:17]([Cl:24])[n:18][cH:19][c:20]([CH:21]=[O:22])[cH:23]1.[Na+:31]>>[CH3:1][S:2](=[O:3])(=[O:4])[N:5]1[CH2:6][CH2:7][N:8]([CH2:21][c:20]2[cH:19][n:18][c:17]([Cl:24])[c:16]([Cl:15])[cH:23]2)[CH2:9][CH2:10]1. Starting materials: CCOC(=O)C1(CCCCCc2ccccc2)CO1, CC(C)=O, [Na+], C1CCOC1, [OH-]. The product is [Na+], O=C([O-])C1(CCCCCc2ccccc2)CO1. Reaction SMILES: [CH2:3]([CH3:4])[O:5][C:6](=[O:7])[C:8]1([CH2:11][CH2:12][CH2:13][CH2:14][CH2:15][c:16]2[cH:17][cH:18][cH:19][cH:20][cH:21]2)[O:9][CH2:10]1.[CH3:22][C:23](=[O:24])[CH3:25].[Na+:2].[O:26]1[CH2:27][CH2:28][CH2:29][CH2:30]1.[OH-:1]>>[Na+:2].[O:5]=[C:6]([O-:7])[C:8]1([CH2:11][CH2:12][CH2:13][CH2:14][CH2:15][c:16]2[cH:17][cH:18][cH:19][cH:20][cH:21]2)[O:9][CH2:10]1.